This data is from the Open Reaction Database (ORD), a public repository of structured organic reaction records. The task is: describe an organic reaction: reactants, conditions, products, and yield Reactants: CCCCN, CCO, CC(CN1CCCC1)N1c2ccccc2Sc2ccc(C(N)=S)cc21, S. Yields the product CCCCNC(=S)c1ccc2c(c1)N(C(C)CN1CCCC1)c1ccccc1S2. Reaction SMILES: [CH2:26]([CH2:27][CH2:28][CH3:29])[NH2:30].[CH3:32][CH2:33][OH:34].[N:1]1([CH2:6][CH:7]([CH3:8])[N:9]2[c:10]3[cH:11][cH:12][cH:13][cH:14][c:15]3[S:16][c:17]3[cH:18][cH:19][c:20]([C:23]([NH2:24])=[S:25])[cH:21][c:22]32)[CH2:2][CH2:3][CH2:4][CH2:5]1.[SH2:31]>>[N:1]1([CH2:6][CH:7]([CH3:8])[N:9]2[c:10]3[cH:11][cH:12][cH:13][cH:14][c:15]3[S:16][c:17]3[cH:18][cH:19][c:20]([C:23]([NH:24][CH2:26][CH2:27][CH2:28][CH3:29])=[S:25])[cH:21][c:22]32)[CH2:2][CH2:3][CH2:4][CH2:5]1. Reactants: [Br-], CCCC[N+](CCCC)(CCCC)CCCC, Cc1ccccc1, [I-], [K+], Nc1cc(O)c(Cl)cc1F, [Na+], [OH-], O, Cc1ccc(S(=O)(=O)OC2CCC(C)C2)cc1. The product is CC1CCC(Oc2cc(N)c(F)cc2Cl)C1. Reaction SMILES: [Br-:32].[CH3:33][CH2:34][CH2:35][CH2:36][N+:37]([CH2:38][CH2:39][CH2:40][CH3:41])([CH2:42][CH2:43][CH2:44][CH3:45])[CH2:46][CH2:47][CH2:48][CH3:49].[CH3:50][c:51]1[cH:52][cH:53][cH:54][cH:55][cH:56]1.[I-:29].[K+:28].[NH2:1][c:2]1[c:3]([F:10])[cH:4][c:5]([Cl:9])[c:6]([OH:8])[cH:7]1.[Na+:31].[OH-:30].[OH2:57].[c:11]1([CH3:12])[cH:13][cH:14][c:15]([S:16]([O:17][CH:21]2[CH2:22][CH:23]([CH3:26])[CH2:24][CH2:25]2)(=[O:18])=[O:19])[cH:20][cH:27]1>>[NH2:1][c:2]1[c:3]([F:10])[cH:4][c:5]([Cl:9])[c:6]([O:8][CH:21]2[CH2:22][CH:23]([CH3:26])[CH2:24][CH2:25]2)[cH:7]1. The yield is 90.0%. Reaction conditions: time 2 hour. Solvent: O (water). Reaction SMILES: Cl.[NH2:2][CH2:3][C:4]([C:6]1[CH:11]=[CH:10][CH:9]=[CH:8][CH:7]=1)=O.[N:12]([C:15]1[CH:20]=[CH:19][C:18]([O:21][CH3:22])=[CH:17][CH:16]=1)=[C:13]=[S:14].C(=O)([O-])O.[Na+].CC(O)C>O>[CH3:22][O:21][C:18]1[CH:17]=[CH:16][C:15]([N:12]2[C:4]([C:6]3[CH:11]=[CH:10][CH:9]=[CH:8][CH:7]=3)=[CH:3][N:2]=[C:13]2[SH:14])=[CH:20][CH:19]=1 |f:0.1,3.4|. The reactants are 17.5, Cl.NCC(=O)C1=CC=CC=C1 (2-amino-1-phenylethanone hydrochloride), N(=C=S)C1=CC=C(C=C1)OC (1-isothiocyanato-4-methoxybenzene), C(O)([O-])=O.[Na+] (sodium hydrogen carbonate), CC(C)O (2-propanol). Procedure: A mixture of 17.5 parts of 2-amino-1-phenylethanone hydrochloride, 16.5 parts of 1-isothiocyanato-4-methoxybenzene, 10 parts of sodium hydrogen carbonate and 200 parts of 2-propanol is stirred first for 30 minutes at room temperature and further for 2 hours at reflux temperature. The reaction mixture is poured onto 500 parts of water. The product is filtered off and stirred and refluxed for 1 hour with 240 parts of hydrochloric acid solution 10%. After cooling, the product is filtered off, washe... Yields the product 25.3, COC1=CC=C(C=C1)N1C(=NC=C1C1=CC=CC=C1)S (1-(4-methoxyphenyl)-5-phenyl-1H-imidazole-2-thiol). Reactants: triethyl phosphonoacetate, C(C)OP(=O)(OCC)CC(=O)OC (methyl diethylphosphonoacetate), C(C)(C)(C)OC(NC(C=O)CC1=CC=C(C=C1)OCC1=CC=CC=C1)=O ((RS)-[1-(4-Benzyloxy-benzyl)-2-oxo-ethyl]-carbamic acid tert-butyl ester), [OH-].[Na+] (NaOH), C(Cl)Cl (DCM), C(Cl)Cl (DCM). Reagents/catalysts: [I-].C(CCC)[N+](CCCC)(CCCC)CCCC (tetrabutylammonium iodide). Run at time 3 hour. Product: C(C)OC(C=CC(CC1=CC=C(C=C1)OCC1=CC=CC=C1)NC(=O)OC(C)(C)C)=O ((RS)-5-(4-Benzyloxy-phenyl)-4-tertbutoxycarbonylamino-pent-2-enoic acid ethyl ester), COC(C=CC(CC1=CC=C(C=C1)OCC1=CC=CC=C1)NC(=O)OC(C)(C)C)=O ((RS)-5-(4-Benzyloxy-phenyl)-4-tertbutoxycarbonylamino-pent-2-enoic acid methyl ester). As a reaction SMILES: C(OP([CH2:9][C:10]([O:12][CH3:13])=[O:11])(OCC)=O)C.[C:14]([O:18][C:19](=[O:39])[NH:20][CH:21]([CH2:24][C:25]1[CH:30]=[CH:29][C:28]([O:31][CH2:32][C:33]2[CH:38]=[CH:37][CH:36]=[CH:35][CH:34]=2)=[CH:27][CH:26]=1)[CH:22]=O)([CH3:17])([CH3:16])[CH3:15].[OH-].[Na+].[CH2:42](Cl)Cl>[I-].C([N+](CCCC)(CCCC)CCCC)CCC>[CH2:13]([O:12][C:10](=[O:11])[CH:9]=[CH:22][CH:21]([NH:20][C:19]([O:18][C:14]([CH3:17])([CH3:16])[CH3:15])=[O:39])[CH2:24][C:25]1[CH:30]=[CH:29][C:28]([O:31][CH2:32][C:33]2[CH:38]=[CH:37][CH:36]=[CH:35][CH:34]=2)=[CH:27][CH:26]=1)[CH3:42].[CH3:13][O:12][C:10](=[O:11])[CH:9]=[CH:22][CH:21]([NH:20][C:19]([O:18][C:14]([CH3:15])([CH3:17])[CH3:16])=[O:39])[CH2:24][C:25]1[CH:26]=[CH:27][C:28]([O:31][CH2:32][C:33]2[CH:34]=[CH:35][CH:36]=[CH:37][CH:38]=2)=[CH:29][CH:30]=1 |f:2.3,5.6|. Procedure details: A solution of triethyl phosphonoacetate or methyl diethylphosphonoacetate (5.19 mmol) and (RS)-[1-(4-Benzyloxy-benzyl)-2-oxo-ethyl]-carbamic acid tert-butyl ester (1.843 g, 5.19 mmol) in DCM (5 mL) was added dropwise to a vigorously stirred mixture of 50% aq. NaOH (30 mL) and 50 mL DCM containing tetrabutylammonium iodide (1.0 g). After 3 hr, the layers were separated and the organic phase was washed with water (20 mL) and brine (10 mL) then dried (Na2SO4) and evaporated. The crude material was ...